From a dataset of the Open Reaction Database (ORD), a public repository of structured organic reaction records. describe an organic reaction: reactants, conditions, products, and yield Reactants: II (iodine), OC1CCN(CC1)C(=O)OC(C)(C)C (tert-butyl 4-hydroxypiperidine-1-carboxylate), N1C=NC=C1 (imidazole), C1(=CC=CC=C1)P(C1=CC=CC=C1)C1=CC=CC=C1 (triphenylphosphine). Run in C1CCOC1 (THF), C1CCOC1 (THF), C(C)(=O)OCC (ethyl acetate), [Cl-].[Na+].O (brine), O (water). Conditions: time 5 hour. The product is IC1CCN(CC1)C(=O)OC(C)(C)C (tert-butyl 4-iodopiperidine-1-carboxylate). The yield is 83.8%. RXN SMILES: O[CH:2]1[CH2:7][CH2:6][N:5]([C:8]([O:10][C:11]([CH3:14])([CH3:13])[CH3:12])=[O:9])[CH2:4][CH2:3]1.N1C=CN=C1.C1(P(C2C=CC=CC=2)C2C=CC=CC=2)C=CC=CC=1.[I:39]I>C1COCC1.C(OCC)(=O)C.[Cl-].[Na+].O.O>[I:39][CH:2]1[CH2:7][CH2:6][N:5]([C:8]([O:10][C:11]([CH3:14])([CH3:13])[CH3:12])=[O:9])[CH2:4][CH2:3]1 |f:6.7.8|. Procedure details: A solution of tert-butyl 4-hydroxypiperidine-1-carboxylate (246 g, 1.224 mol), imidazole (100 g, 1.469 mol, 1.2 eq.) and triphenylphosphine (385 g, 1.469 mol, 1.2 eq.) in THF (750 mL) was cooled using an ice bath. Then a solution of iodine (373 g, 1.469 mol, 1.2 eq.) in THF (750 mL) was added slowly over a period of 1 hour while keeping the internal temperature below 18° C. The resulting mixture was allowed to stir at room temperature for 5 hours and the mixture was diluted with ethyl acetate (2...